Dataset: the Open Reaction Database (ORD), a public repository of structured organic reaction records. Task: describe an organic reaction: reactants, conditions, products, and yield Reactants: N(=NC(=O)OC(C)(C)C)C(=O)OC(C)(C)C (di-tert-butyl azodicarboxylate), C1(CCCCCC1)N1C(C(C(C1)CO)(C)C)=O (1-Cycloheptyl-4-hydroxymethyl-3,3-dimethyl-pyrrolidin-2-one), C1(=CC=CC=C1)O (phenol), C1(=CC=CC=C1)P(C1=CC=CC=C1)C1=CC=CC=C1 (triphenyl phosphine). The solvent is C1(=CC=CC=C1)C (Toluene). Reaction conditions: temperature 80 celsius. The product is C1(CCCCCC1)N1C(C(C(C1)COC1=CC=CC=C1)(C)C)=O (1-cycloheptyl-3,3-dimethyl-4-(phenoxymethyl)pyrrolidin-2-one). As a reaction SMILES: [CH:1]1([N:8]2[CH2:12][CH:11]([CH2:13][OH:14])[C:10]([CH3:16])([CH3:15])[C:9]2=[O:17])[CH2:7][CH2:6][CH2:5][CH2:4][CH2:3][CH2:2]1.[C:18]1(O)[CH:23]=[CH:22][CH:21]=[CH:20][CH:19]=1.C1(P(C2C=CC=CC=2)C2C=CC=CC=2)C=CC=CC=1.N(C(OC(C)(C)C)=O)=NC(OC(C)(C)C)=O>C1(C)C=CC=CC=1>[CH:1]1([N:8]2[CH2:12][CH:11]([CH2:13][O:14][C:18]3[CH:23]=[CH:22][CH:21]=[CH:20][CH:19]=3)[C:10]([CH3:15])([CH3:16])[C:9]2=[O:17])[CH2:2][CH2:3][CH2:4][CH2:5][CH2:6][CH2:7]1. Procedure: A solution of Example 3A (50 mg, 0.2 mmoles), phenol (23.5 mg, 0.25 mmoles), and triphenyl phosphine (85.8 mg, 0.33 mmoles) was stirred in anhydrous Toluene (1.25 mL). To the reaction, di-tert-butyl azodicarboxylate (76.9 mg, 0.33 mmoles) was added and heated to 80° C. for one hour. The reaction mixture was partitioned between toluene and water. The organic phase was separated and solvent evaporated in vacuo. The crude reaction mixture was purified by preparative reverse phase HPLC on a Waters S...